Dataset: the Open Reaction Database (ORD), a public repository of structured organic reaction records. Task: describe an organic reaction: reactants, conditions, products, and yield Starting materials: C1(=CC=CC2=CC=CC=C12)S(=O)(=O)N1CCC(CC1)C1=C(C(=O)OC)C=CC=C1 (Methyl 2-(1-(naphthalen-1-ylsulfonyl)piperidin-4-yl)benzoate), [H-].[H-].[H-].[H-].[Li+].[Al+3] (LiAlH4). Run in C1CCOC1 (THF). Reaction conditions: time 30 minute. The product is C1(=CC=CC2=CC=CC=C12)S(=O)(=O)N1CCC(CC1)C1=C(C=CC=C1)CO ((2-(1-(Naphthalen-1-ylsulfonyl)piperidin-4-yl)phenyl)methanol). The yield is 60.0%. As a reaction SMILES: [C:1]1([S:11]([N:14]2[CH2:19][CH2:18][CH:17]([C:20]3[CH:29]=[CH:28][CH:27]=[CH:26][C:21]=3[C:22](OC)=[O:23])[CH2:16][CH2:15]2)(=[O:13])=[O:12])[C:10]2[C:5](=[CH:6][CH:7]=[CH:8][CH:9]=2)[CH:4]=[CH:3][CH:2]=1.[H-].[H-].[H-].[H-].[Li+].[Al+3]>C1COCC1>[C:1]1([S:11]([N:14]2[CH2:15][CH2:16][CH:17]([C:20]3[CH:29]=[CH:28][CH:27]=[CH:26][C:21]=3[CH2:22][OH:23])[CH2:18][CH2:19]2)(=[O:12])=[O:13])[C:10]2[C:5](=[CH:6][CH:7]=[CH:8][CH:9]=2)[CH:4]=[CH:3][CH:2]=1 |f:1.2.3.4.5.6|. Procedure: Methyl 2-(1-(naphthalen-1-ylsulfonyl)piperidin-4-yl)benzoate (80 mg, 0.02 mmol) was dissolved in 1 mL of anhydrous THF under nitrogen protection. 0.4 mL of LiAlH4 (1.0M solution in THF) was added to the solution through a syringe at −78° C. After 30 minutes, the reaction mixture was quenched with MeOH, evaporated to dryness, and extracted with EtOAc and 0.1 N tartaric acid solution in water. The organic layer was then dried over Na2SO4, and the solvent was removed. The title compound was obtaine... Starting materials: [Al+3], CCS, ClCCl, COc1ccc2c3c([nH]c2c1)CCCCC3C, [Cl-], [Cl-], [Cl-], Cl. Product: CCSc1ccc2c3c([nH]c2c1)CCCCC3C. Reaction SMILES: [Al+3:19].[CH2:22]([CH3:23])[SH:24].[CH2:26]([Cl:27])[Cl:28].[CH3:1][O:2][c:3]1[cH:4][cH:5][c:6]2[c:7]3[c:8]([nH:9][c:10]2[cH:11]1)[CH2:12][CH2:13][CH2:14][CH2:15][CH:16]3[CH3:17].[Cl-:18].[Cl-:20].[Cl-:21].[ClH:25]>>[c:3]1([S:24][CH2:22][CH3:23])[cH:4][cH:5][c:6]2[c:7]3[c:8]([nH:9][c:10]2[cH:11]1)[CH2:12][CH2:13][CH2:14][CH2:15][CH:16]3[CH3:17]. The reactants are CO, COC(=O)C1CN(S(=O)(=O)c2ccc3cc(Cl)ccc3c2)CC(=O)N1N(C)C1CCN(c2ccncc2)CC1, Cl, Cl, [Na+], [OH-]. The product is CN(C1CCN(c2ccncc2)CC1)N1C(=O)CN(S(=O)(=O)c2ccc3cc(Cl)ccc3c2)CC1C(=O)O. As a reaction SMILES: [CH3:44][OH:45].[Cl:2][c:3]1[cH:4][c:5]2[cH:6][cH:7][c:8]([S:13](=[O:14])(=[O:15])[N:16]3[CH2:17][CH:18]([C:37](=[O:38])[O:39][CH3:40])[N:19]([N:23]([CH:24]4[CH2:25][CH2:26][N:27]([c:30]5[cH:31][cH:32][n:33][cH:34][cH:35]5)[CH2:28][CH2:29]4)[CH3:36])[C:20](=[O:22])[CH2:21]3)[cH:9][c:10]2[cH:11][cH:12]1.[ClH:1].[ClH:43].[Na+:42].[OH-:41]>>[Cl:2][c:3]1[cH:4][c:5]2[cH:6][cH:7][c:8]([S:13](=[O:14])(=[O:15])[N:16]3[CH2:17][CH:18]([C:37](=[O:38])[OH:39])[N:19]([N:23]([CH:24]4[CH2:25][CH2:26][N:27]([c:30]5[cH:31][cH:32][n:33][cH:34][cH:35]5)[CH2:28][CH2:29]4)[CH3:36])[C:20](=[O:22])[CH2:21]3)[cH:9][c:10]2[cH:11][cH:12]1. Starting materials: hydrazone, O=C1CCN(CC1)CCC(C)(O)C1=C(C=CC=C1)C1=CC=CC=C1 (1-(4-oxopiperidino)-3-p-biphenylyl-butan-3-ol), [OH-].[K+] (KOH), NN (hydrazine). The solvent is C(COCCO)O (diethylene glycol). Conditions: time 4 hour. Product: N1(CCCCC1)CCC(C)(O)C1=C(C=CC=C1)C1=CC=CC=C1 (1-piperidino-3-p-biphenylyl-butan-3-ol). RXN SMILES: O=[C:2]1[CH2:7][CH2:6][N:5]([CH2:8][CH2:9][C:10]([C:13]2[CH:18]=[CH:17][CH:16]=[CH:15][C:14]=2[C:19]2[CH:24]=[CH:23][CH:22]=[CH:21][CH:20]=2)([OH:12])[CH3:11])[CH2:4][CH2:3]1.[OH-].[K+].NN>C(O)COCCO>[N:5]1([CH2:8][CH2:9][C:10]([C:13]2[CH:18]=[CH:17][CH:16]=[CH:15][C:14]=2[C:19]2[CH:24]=[CH:23][CH:22]=[CH:21][CH:20]=2)([OH:12])[CH3:11])[CH2:4][CH2:3][CH2:2][CH2:7][CH2:6]1 |f:1.2|. Procedure details: A mixture of 3.23 g of 1-(4-oxopiperidino)-3-p-biphenylyl-butan-3-ol (obtainable from 1-chloro-3-p-biphenylyl-butan-3-ol and 4-piperidone), 1.5 g of KOH, 2.5 ml of 85% hydrazine and 25 ml of diethylene glycol is warmed at 100° for 1 hour. The temperature is raised slowly until the hydrazone is decomposed, and the mixture is boiled for a further 4 hours, cooled and worked up in the customary manner to give 1-piperidino-3-p-biphenylyl-butan-3-ol, m.p. 102°-104°. Starting materials: C(O)([O-])=O.[Na+] (sodium hydrogen carbonate), O=C1N(C2=CC=CC=C2C=C1)CC=O ((2-oxoquinolin-1(2H)-yl)acetaldehyde), C(C)(C)(C)OC(N(C1CCNCC1)CC1=CC2=C(OCCO2)C=C1)=O (tert-butyl(2,3-dihydro-1,4-benzodioxin-6-ylmethyl)(piperidin-4-yl)carbamate), C(C)(=O)O[BH-](OC(C)=O)OC(C)=O.[Na+] (sodium triacetoxyborohydride). The solvent is C(C)(=O)O (acetic acid), ClCCl (dichloromethane), C(C)(=O)OCC (ethyl acetate), O (water). Reaction conditions: time 4 hour. Yields the product C(C)(C)(C)OC(N(C1CCN(CC1)CCN1C(C=CC2=CC=CC=C12)=O)CC1=CC2=C(OCCO2)C=C1)=O (tert-butyl(2,3-dihydro-1,4-benzodioxin-6-ylmethyl)(1-(2-(2-oxoquinolin-1(2H)-yl)ethyl)piperidin-4-yl)carbamate). The yield is 32.3%. RXN SMILES: [O:1]=[C:2]1[CH:11]=[CH:10][C:9]2[C:4](=[CH:5][CH:6]=[CH:7][CH:8]=2)[N:3]1[CH2:12][CH:13]=O.[C:15]([O:19][C:20](=[O:39])[N:21]([CH2:28][C:29]1[CH:38]=[CH:37][C:32]2[O:33][CH2:34][CH2:35][O:36][C:31]=2[CH:30]=1)[CH:22]1[CH2:27][CH2:26][NH:25][CH2:24][CH2:23]1)([CH3:18])([CH3:17])[CH3:16].C(O[BH-](OC(=O)C)OC(=O)C)(=O)C.[Na+].C(=O)([O-])O.[Na+]>C(OCC)(=O)C.O.C(O)(=O)C.ClCCl>[C:15]([O:19][C:20](=[O:39])[N:21]([CH2:28][C:29]1[CH:38]=[CH:37][C:32]2[O:33][CH2:34][CH2:35][O:36][C:31]=2[CH:30]=1)[CH:22]1[CH2:27][CH2:26][N:25]([CH2:13][CH2:12][N:3]2[C:4]3[C:9](=[CH:8][CH:7]=[CH:6][CH:5]=3)[CH:10]=[CH:11][C:2]2=[O:1])[CH2:24][CH2:23]1)([CH3:18])([CH3:16])[CH3:17] |f:2.3,4.5|. Procedure: To 5 mL of dichloromethane solution containing 0.15 g of (2-oxoquinolin-1(2H)-yl)acetaldehyde, 0.27 g of tert-butyl(2,3-dihydro-1,4-benzodioxin-6-ylmethyl)(piperidin-4-yl)carbamate, 45 μL of acetic acid and 0.25 g of sodium triacetoxyborohydride were added and stirred for 4 hours. To the reaction mixture, water and ethyl acetate were added, neutralized with aqueous saturated sodium hydrogen carbonate solution, thereafter the organic layer was separated, and the aqueous layer was extracted with e...